This data is from the Open Reaction Database (ORD), a public repository of structured organic reaction records. The task is: describe an organic reaction: reactants, conditions, products, and yield Starting materials: C1(=CC=CC=C1)C#CC=1C=CC(=NC1)C(C)O (rac-1-(5-phenylethynyl-pyridin-2-yl)-ethanol), O1C(NCC1)=O (oxazolidin-2-one). The product is C1(=CC=CC=C1)C#CC=1C=CC(=NC1)C(C)N1C(OCC1)=O (rac-3-[1-(5-Phenylethynyl-pyridin-2-yl)-ethyl]-oxazolidin-2-one). RXN SMILES: [C:1]1([C:7]#[C:8][C:9]2[CH:10]=[CH:11][C:12]([CH:15](O)[CH3:16])=[N:13][CH:14]=2)[CH:6]=[CH:5][CH:4]=[CH:3][CH:2]=1.[O:18]1[CH2:22][CH2:21][NH:20][C:19]1=[O:23]>>[C:1]1([C:7]#[C:8][C:9]2[CH:10]=[CH:11][C:12]([CH:15]([N:20]3[CH2:21][CH2:22][O:18][C:19]3=[O:23])[CH3:16])=[N:13][CH:14]=2)[CH:6]=[CH:5][CH:4]=[CH:3][CH:2]=1. Procedure: The title compound, white solid, MS: m/e=293.1 (M+H+), can be prepared in accordance with the general method of example 31, step 2 from rac-1-(5-phenylethynyl-pyridin-2-yl)-ethanol (example 42, step 1) and oxazolidin-2-one. Starting materials: BrC1=C(C=C(OC(C#CC=2C=C(C(=O)OC)C=CC2)=O)C=C1C)C (Methyl 3-(3-(4-bromo-3,5-dimethylphenoxy)-3-oxoprop-1-yn-1-yl)benzoate). Reagents/catalysts: C(C)(=O)[O-].[Pd+2].C(C)(=O)[O-] (palladium acetate). The solvent is 1,2-dichloromethane, ClCCl (dichloromethane), FC(C(=O)O)(F)F (trifluoroacetic acid). Run at time 3 hour. The product is BrC=1C(=C2C(=CC(OC2=CC1C)=O)C=1C=C(C(=O)OC)C=CC1)C (Methyl 3-(6-bromo-5,7-dimethyl-2-oxo-2H-chromen-4-yl)benzoate). Yield: 71.3%. RXN SMILES: [Br:1][C:2]1[C:22]([CH3:23])=[CH:21][C:5]([O:6][C:7](=[O:20])[C:8]#[C:9][C:10]2[CH:11]=[C:12]([CH:17]=[CH:18][CH:19]=2)[C:13]([O:15][CH3:16])=[O:14])=[CH:4][C:3]=1[CH3:24]>ClCCl.FC(F)(F)C(O)=O.C([O-])(=O)C.[Pd+2].C([O-])(=O)C>[Br:1][C:2]1[C:22]([CH3:23])=[C:21]2[C:5](=[CH:4][C:3]=1[CH3:24])[O:6][C:7](=[O:20])[CH:8]=[C:9]2[C:10]1[CH:11]=[C:12]([CH:17]=[CH:18][CH:19]=1)[C:13]([O:15][CH3:16])=[O:14] |f:3.4.5|. Procedure: To a stirring solution of methyl 3-(3-(4-bromo-3,5-dimethylphenoxy)-3-oxoprop-1-yn-1-yl)benzoate (9-3) (95 mg, 0.25 mmol) in dichloromethane (1 mL) and trifluoroacetic acid (2 mL) was added palladium acetate (5 mg, 0.02 mmol) under ice-cooling. After stirred for 3 h under ice-cooling, the mixture was diluted with 1,2-dichloromethane and evaporated to dryness. Chromatography of the residue on a silica gel (chloroform:hexanes=1:1-1:0) gave title compound 9-4 (69 mg, 73% yield) as a light brown gum... Yield: 21.0%. RXN SMILES: [Cl:1][C:2]1[CH:3]=[C:4]2[C:12](=[CH:13][CH:14]=1)[NH:11][C:10]1[C:9](=O)[CH2:8][CH2:7][CH2:6][C:5]2=1.[CH3:16][O:17][C:18]1[CH:24]=[CH:23][C:21]([NH2:22])=[CH:20][CH:19]=1>>[Cl:1][C:2]1[CH:3]=[C:4]2[C:12](=[CH:13][CH:14]=1)[NH:11][C:10]1[CH:9]([NH:22][C:21]3[CH:23]=[CH:24][C:18]([O:17][CH3:16])=[CH:19][CH:20]=3)[CH2:8][CH2:7][CH2:6][C:5]2=1. Reported procedure: 6-Chloro-N-(4-methoxyphenyl)-2,3,4,9-tetrahydro-1H-carbazol-1-amine was prepared from 6-chloro-2,3,4,9-tetrahydro-1H-carbazol-1-one and 4-methoxyaniline in a similar manner as described in Example 13 to give 32 mg (21% yield) of a brown solid. 1H-NMR (CDCl3): δ 8.13 (s, 1H), 7.50 (d, 1H), 7.23 (dd, 1H), 7.14 (dd, 1H), 6.92-6.84 (m, 2H), 6.79-6.73 (m, 2H), 4.76 (m, 1H), 3.83 (s, 3H), 2.74 (m, 2H), 2.28 (m, 1H), 2.08 (m, 1H), 1.98-1.75 (m, 2H); MS m/z 325 (M−1). Starting materials: ClC=1C=C2C=3CCCC(C3NC2=CC1)=O (6-chloro-2,3,4,9-tetrahydro-1H-carbazol-1-one), COC1=CC=C(N)C=C1 (4-methoxyaniline). The product is ClC=1C=C2C=3CCCC(C3NC2=CC1)NC1=CC=C(C=C1)OC (6-Chloro-N-(4-methoxyphenyl)-2,3,4,9-tetrahydro-1H-carbazol-1-amine), brown solid. Reactants: C(C1=CC=CC=C1)OC(=O)C1(CCCC1)NS(=O)(=O)C1=CC=C(C=C1)OC1=CC=C(C=C1)F (1-[4-(4-Fluoro-phenoxy)-benzenesulfonylamino]-cyclopentanecarboxylic acid benzyl ester), [OH-].[Na+] (sodium hydroxide). Run in C1CCOC1 (THF), O (water), C(C)(=O)OCC (ethyl acetate). Product: FC1=CC=C(OC2=CC=C(C=C2)S(=O)(=O)NC2(CCCC2)C(=O)O)C=C1 (1-[4-(4-fluoro-phenoxy) benzenesulfonylamino]-cyclopentanecarboxylic acid). The yield is 91.9%. As a reaction SMILES: C([O:8][C:9]([C:11]1([NH:16][S:17]([C:20]2[CH:25]=[CH:24][C:23]([O:26][C:27]3[CH:32]=[CH:31][C:30]([F:33])=[CH:29][CH:28]=3)=[CH:22][CH:21]=2)(=[O:19])=[O:18])[CH2:15][CH2:14][CH2:13][CH2:12]1)=[O:10])C1C=CC=CC=1.[OH-].[Na+]>C1COCC1.O.C(OCC)(=O)C>[F:33][C:30]1[CH:31]=[CH:32][C:27]([O:26][C:23]2[CH:24]=[CH:25][C:20]([S:17]([NH:16][C:11]3([C:9]([OH:10])=[O:8])[CH2:15][CH2:14][CH2:13][CH2:12]3)(=[O:18])=[O:19])=[CH:21][CH:22]=2)=[CH:28][CH:29]=1 |f:1.2|. Procedure details: 1-[4-(4-Fluoro-phenoxy)-benzenesulfonylamino]-cyclopentanecarboxylic acid benzyl ester (15 g, 32 mmole) in 75 mL THF was combined with 75 mL (150 mmole) 2N aqueous sodium hydroxide and stirred at reflux for 1 hour. The reaction was cooled to ambient temperature and diluted with 100 mL water and 100 mL ethyl acetate. The pH of the aqueous phase was adjusted to pH 1.2 and the ethyl acetate layer separated. The ethyl acetate layer was washed with 100 mL water and dried over magnesium sulfate. The e... Starting materials: CN(C)c1cccc2cccc(N(C)C)c12, ClCCl, NCc1cccc(CN2C(=O)c3cccc(NC(=O)c4ccc(Cl)s4)c3C2=O)c1, O=C(Cl)OC(Cl)(Cl)Cl. The product is O=C=NCc1cccc(CN2C(=O)c3cccc(NC(=O)c4ccc(Cl)s4)c3C2=O)c1. RXN SMILES: [CH3:30][N:31]([CH3:32])[c:33]1[c:34]2[c:35]([cH:36][cH:37][cH:38][c:39]2[N:40]([CH3:41])[CH3:42])[cH:43][cH:44][cH:45]1.[Cl:54][CH2:55][Cl:56].[NH2:1][CH2:2][c:3]1[cH:4][c:5]([CH2:6][N:7]2[C:8](=[O:26])[c:9]3[cH:10][cH:11][cH:12][c:13]([NH:17][C:18](=[O:19])[c:20]4[s:21][c:22]([Cl:25])[cH:23][cH:24]4)[c:14]3[C:15]2=[O:16])[cH:27][cH:28][cH:29]1.[O:46]=[C:47]([Cl:48])[O:49][C:50]([Cl:51])([Cl:52])[Cl:53]>>[N:1]([CH2:2][c:3]1[cH:4][c:5]([CH2:6][N:7]2[C:8](=[O:26])[c:9]3[cH:10][cH:11][cH:12][c:13]([NH:17][C:18](=[O:19])[c:20]4[s:21][c:22]([Cl:25])[cH:23][cH:24]4)[c:14]3[C:15]2=[O:16])[cH:27][cH:28][cH:29]1)=[C:47]=[O:46].